The task is: describe an organic reaction: reactants, conditions, products, and yield. This data is from the Open Reaction Database (ORD), a public repository of structured organic reaction records. Reaction SMILES: [CH3:21][CH:22]1[NH:23][CH:24]([CH3:28])[CH2:25][NH:26][CH2:27]1.[CH3:29][N:30]([CH3:31])[CH:32]=[O:33].[CH3:34][CH2:35][O:36][CH2:37][CH3:38].[F:1][c:2]1[cH:3][cH:4][c:5]([O:19][CH3:20])[c:6]([C:8]([CH2:9][C:10]2([C:13]([F:14])([F:15])[F:16])[O:11][CH2:12]2)([CH3:17])[CH3:18])[cH:7]1>>[F:1][c:2]1[cH:3][cH:4][c:5]([O:19][CH3:20])[c:6]([C:8]([CH2:9][C:10]([OH:11])([CH2:12][N:26]2[CH2:25][CH:24]([CH3:28])[NH:23][CH:22]([CH3:21])[CH2:27]2)[C:13]([F:14])([F:15])[F:16])([CH3:17])[CH3:18])[cH:7]1. Product: COc1ccc(F)cc1C(C)(C)CC(O)(CN1CC(C)NC(C)C1)C(F)(F)F. The reactants are CC1CNCC(C)N1, CN(C)C=O, CCOCC, COc1ccc(F)cc1C(C)(C)CC1(C(F)(F)F)CO1. Starting materials: FC1=NC=CC=C1C1=CC(=CN1)CN(C(OC(C)(C)C)=O)C (tert-butyl {[5-(2-fluoropyridin-3-yl)-1H-pyrrol-3-yl]methyl}methylcarbamate), C1COCCOCCOCCOCCO1 (15-crown-5), S1C=C(C=C1)S(=O)(=O)Cl (thiophene-3-sulfonyl chloride), [H-].[Na+] (sodium hydride). The solvent is O1CCCC1 (tetrahydrofuran), O1CCCC1 (tetrahydrofuran), O (water). Reaction conditions: time 30 minute. Product: FC1=NC=CC=C1C1=CC(=CN1S(=O)(=O)C1=CSC=C1)CN(C(OC(C)(C)C)=O)C (tert-butyl {[5-(2-fluoropyridin-3-yl)-1-(3-thienylsulfonyl)-1H-pyrrol-3-yl]methyl}methylcarbamate). Isolated yield 94.2%. Reaction SMILES: [H-].[Na+].[F:3][C:4]1[C:9]([C:10]2[NH:14][CH:13]=[C:12]([CH2:15][N:16]([CH3:24])[C:17](=[O:23])[O:18][C:19]([CH3:22])([CH3:21])[CH3:20])[CH:11]=2)=[CH:8][CH:7]=[CH:6][N:5]=1.C1OCCOCCOCCOCCOC1.[S:40]1[CH:44]=[CH:43][C:42]([S:45](Cl)(=[O:47])=[O:46])=[CH:41]1>O1CCCC1.O>[F:3][C:4]1[C:9]([C:10]2[N:14]([S:45]([C:42]3[CH:43]=[CH:44][S:40][CH:41]=3)(=[O:47])=[O:46])[CH:13]=[C:12]([CH2:15][N:16]([CH3:24])[C:17](=[O:23])[O:18][C:19]([CH3:20])([CH3:21])[CH3:22])[CH:11]=2)=[CH:8][CH:7]=[CH:6][N:5]=1 |f:0.1|. Reported procedure: To a suspension of sodium hydride (97.9 mg, 60% in oil) in tetrahydrofuran (10 mL) were added a solution of tert-butyl {[5-(2-fluoropyridin-3-yl)-1H-pyrrol-3-yl]methyl}methylcarbamate (311 mg) in tetrahydrofuran (3 mL), 15-crown-5 (449 mg), and thiophene-3-sulfonyl chloride (280 mg) under ice-cooling. The mixture was stirred at room temperature for 30 min, water was added to the reaction mixture, and the mixture was extracted with ethyl acetate. The extract was washed with saturated brine, dried... Starting materials: O1C(COCC1)=O (1,4-Dioxan-2-one), NC1=NC=CC=C1N (2,3-diaminopyridine). The solvent is C1(=CC(=CC(=C1)C)C)C (mesitylene). Product: OCCOCC=1NC2=C(N1)N=CC=C2 (2-(2-Hydroxyethoxymethyl)-pyrido[2,3-d]imidazole). As a reaction SMILES: [O:1]1[CH2:6][CH2:5][O:4][CH2:3][C:2]1=O.[NH2:8][C:9]1[C:14]([NH2:15])=[CH:13][CH:12]=[CH:11][N:10]=1>C1(C)C=C(C)C=C(C)C=1>[OH:1][CH2:6][CH2:5][O:4][CH2:3][C:2]1[NH:15][C:14]2[CH:13]=[CH:12][CH:11]=[N:10][C:9]=2[N:8]=1. Procedure details: 1,4-Dioxan-2-one (6.13 g, 60 mmol) and 2,3-diaminopyridine (5.46 g, 50 mmol) in mesitylene (100 ml) were heated at reflux in a Dean-Stark separator for 10 h. After cooling, mesitylene was decanted off and the residue was purified by silica gel chromatography (dichloromethane:methanol 9:1) (yield: 8.47 g, 87% of theory). Reaction SMILES: [F:1][C:2]1[C:3]([CH2:12][CH2:13][C:14](=O)[C:15]2[NH:16][CH:17]=[CH:18][CH:19]=2)=[C:4]2[C:8](=[CH:9][CH:10]=1)[NH:7][C:6](=[O:11])[CH2:5]2>[OH-].[Na+].O>[F:1][C:2]1[CH:10]=[CH:9][C:8]2[NH:7][C:6](=[O:11])[C:5]3=[C:14]([C:15]4[NH:16][CH:17]=[CH:18][CH:19]=4)[CH2:13][CH2:12][C:3]=1[C:4]=23 |f:1.2|. Procedure details: A suspension of 5-fluoro-4-[3-oxo-3-(1H-pyrrol-2-yl)-propyl]-1,3-dihydro-indol-2-one (from Example 5 above) (50 mg, 0.184 mmol) in 1.0 N NaOH (10 mL) was heated under reflux overnight. The reaction mixture was diluted with water (20 mL) and extracted with ethyl acetate (3×50 mL). The combined organic extracts were successively washed with water (10 mL) and brine (10 mL), dried over anhydrous sodium sulfate, filtered, and concentrated in vacuo to give 6-fluoro-3-(1H-pyrrol-2-yl)-4,5-dihydro-1H-be... The solvent is [OH-].[Na+] (NaOH), O (water). Yields the product FC1=C2C=3C(C(NC3C=C1)=O)=C(CC2)C=2NC=CC2 (6-fluoro-3-(1H-pyrrol-2-yl)-4,5-dihydro-1H-benzo[cd]indol-2-one). Reactants: FC=1C(=C2CC(NC2=CC1)=O)CCC(C=1NC=CC1)=O (5-fluoro-4-[3-oxo-3-(1H-pyrrol-2-yl)-propyl]-1,3-dihydro-indol-2-one). The reactants are Cn1ncc(C(=O)c2ccc(C(F)(F)F)n(C)c2=O)c1O, ClC(Cl)Cl, O, Cc1ccc(S(=O)(=O)Cl)cc1, c1ccncc1. The product is Cc1ccc(S(=O)(=O)Oc2c(C(=O)c3ccc(C(F)(F)F)n(C)c3=O)cnn2C)cc1. RXN SMILES: [CH3:1][n:2]1[c:3](=[O:21])[c:4]([C:12](=[O:13])[c:14]2[cH:15][n:16][n:17]([CH3:20])[c:18]2[OH:19])[cH:5][cH:6][c:7]1[C:8]([F:9])([F:10])[F:11].[CH:28]([Cl:29])([Cl:30])[Cl:31].[OH2:43].[c:32]1([CH3:42])[cH:33][cH:34][c:35]([S:38](=[O:39])(=[O:40])[Cl:41])[cH:36][cH:37]1.[cH:22]1[cH:23][cH:24][n:25][cH:26][cH:27]1>>[CH3:1][n:2]1[c:3](=[O:21])[c:4]([C:12](=[O:13])[c:14]2[cH:15][n:16][n:17]([CH3:20])[c:18]2[O:19][S:38]([c:35]2[cH:34][cH:33][c:32]([CH3:42])[cH:37][cH:36]2)(=[O:39])=[O:40])[cH:5][cH:6][c:7]1[C:8]([F:9])([F:10])[F:11]. Starting materials: ClCC(=O)C1=CC2=C(CCC3CC(N(N=C23)C2=CC=C(C=C2)C)=O)S1 (8-chloroacetyl-4,4a,5,6-tetrahydro-2-(4-methylphenyl)thieno-[2,3-h]cinnolin-3(2H)-one), C(C)(=O)[O-].[K+] (potassium acetate). Run in C(C)(=O)O (acetic acid). Run at time 5 hour. The product is C(C)(=O)OCC(=O)C1=CC2=C(CCC3CC(N(N=C23)C2=CC=C(C=C2)C)=O)S1 (8-acetoxyacetyl-4,4a, 5,6-tetrahydro-2-(4-methylphenyl)thieno-[2,3-h]cinnolin-3(2H)-one). Isolated yield 71.3%. As a reaction SMILES: Cl[CH2:2][C:3]([C:5]1[S:25][C:8]2[CH2:9][CH2:10][CH:11]3[C:16]([C:7]=2[CH:6]=1)=[N:15][N:14]([C:17]1[CH:22]=[CH:21][C:20]([CH3:23])=[CH:19][CH:18]=1)[C:13](=[O:24])[CH2:12]3)=[O:4].[C:26]([O-:29])(=[O:28])[CH3:27].[K+]>C(O)(=O)C>[C:26]([O:29][CH2:2][C:3]([C:5]1[S:25][C:8]2[CH2:9][CH2:10][CH:11]3[C:16]([C:7]=2[CH:6]=1)=[N:15][N:14]([C:17]1[CH:22]=[CH:21][C:20]([CH3:23])=[CH:19][CH:18]=1)[C:13](=[O:24])[CH2:12]3)=[O:4])(=[O:28])[CH3:27] |f:1.2|. Procedure: To a suspension of 5.8 g of 8-chloroacetyl-4,4a,5,6-tetrahydro-2-(4-methylphenyl)thieno-[2,3-h]cinnolin-3(2H)-one in 100 ml of acetic acid was added 12 g of potassium acetate and the mixture was stirred for 5 hours. The mixture was poured into ice-cold water and the precipitate was collected by filtration. The filtrate was extracted with ethyl acetate. The extract was washed with brine, dried over anhydrous magnesium sulfate and concentrated in vacuo. The residue and the precipitate were combine... Reactants: O1CC(N=CC=C1)=O (1,4-Oxazepine-3-one), F[B-](F)(F)F.C[O+](C)C (trimethyloxonium tetrafluoroborate). Run in C(Cl)Cl (DCM). Run at time 4 hour. Product: COC=1COCCCN1 (3-methoxy-2,5,6,7-tetrahydro-1,4-oxazepine). Isolated yield 79.1%. RXN SMILES: [O:1]1[CH:7]=[CH:6][CH:5]=[N:4][C:3](=[O:8])[CH2:2]1.F[B-](F)(F)F.[CH3:14][O+](C)C>C(Cl)Cl>[CH3:14][O:8][C:3]1[CH2:2][O:1][CH2:7][CH2:6][CH2:5][N:4]=1 |f:1.2|. Reported procedure: The product from step 4 (1.06 g, 9.2 mmol) was dissolved in 11 mL of DCM and the stirred solution was treated with trimethyloxonium tetrafluoroborate (1.70 g, 11.5 mmol) and the mixture was stirred for 4 hours. The reaction was quenched by addition of 1.70 mL saturated aqueous K2CO3 and the mixture was vigorously stirred for 15 minutes. The precipitate was removed by filtration and the filtrate concentrated in vacuo to provide 3-methoxy-2,5,6,7-tetrahydro-1,4-oxazepine (0.94 g, 80%) as a clear o... Reactants: FC(C(CC1(CCOC2=CC=C(C=C12)F)C)=O)(F)F (1,1,1-trifluoro-3-(6-fluoro-4-methylchroman-4-yl)propan-2-one), solution, C[S+](=O)(C)C (trimethylsulfoxonium), [H-].[Na+] (sodium hydride), [I-].C[S+](=O)(C)C (trimethylsulfoxonium iodide). Solvent: CS(=O)C (DMSO), CS(=O)C (DMSO). Reaction conditions: time 2 hour. Product: FC=1C=C2C(CCOC2=CC1)(CC1(OC1)C(F)(F)F)C (6-fluoro-4-methyl-4(2-trifloromethyloxiranylmethyl)chroman). Yield: 93.0%. As a reaction SMILES: [F:1][C:2]([F:19])([F:18])[C:3](=[O:17])[CH2:4][C:5]1([CH3:16])[C:14]2[C:9](=[CH:10][CH:11]=[C:12]([F:15])[CH:13]=2)[O:8][CH2:7][CH2:6]1.[CH3:20][S+](C)(C)=O.[H-].[Na+].[I-].C[S+](C)(C)=O>CS(C)=O>[F:15][C:12]1[CH:13]=[C:14]2[C:9](=[CH:10][CH:11]=1)[O:8][CH2:7][CH2:6][C:5]2([CH3:16])[CH2:4][C:3]1([C:2]([F:1])([F:18])[F:19])[CH2:20][O:17]1 |f:2.3,4.5|. Procedure details: To a solution of 950 mg (3.45 mmol) of 1,1,1-trifluoro-3-(6-fluoro-4-methylchroman-4-yl)propan-2-one in 10 mL of anhydrous DMSO was added 3.5 mL (4.2 mmol) of a 1.2 M solution of trimethylsulfoxonium ylide, which was prepared by reacting 1.45 g (36.3 mmol) of sodium hydride (60% in mineral oil) with 8 g (36.3 mmol) of trimethylsulfoxonium iodide in 30 mL of DMSO. After 2 hours, the mixture was poured onto ice-cold saturated aqueous ammonium chloride and extracted with 150 mL of ether in several ...